describe an organic reaction: reactants, conditions, products, and yield From a dataset of the Open Reaction Database (ORD), a public repository of structured organic reaction records. Starting materials: ClC(CSCC(=O)N)C#N (5-Chloro-5-cyano-3-thiapentanamide), S(=O)(=O)(C1=CC=C(C)C=C1)Cl (tosyl chloride), resultant mixture. Run in Cl (hydrochloric acid). Conditions: time 8 hour. The product is ClC(CSCC#N)C#N (1-Chloro-1,4-dicyano-3-thiabutane). RXN SMILES: [Cl:1][CH:2]([C:9]#[N:10])[CH2:3][S:4][CH2:5][C:6]([NH2:8])=O.S(Cl)(C1C=CC(C)=CC=1)(=O)=O>Cl>[Cl:1][CH:2]([C:9]#[N:10])[CH2:3][S:4][CH2:5][C:6]#[N:8]. Procedure details: To the mixture obtained from Example 1, tosyl chloride (42 g) was added in portions with cooling. The resultant mixture was stirred for 5.5 hours, and then stood overnight. The solution was then poured into 4M hydrochloric acid (300 ml), stirred for 30 minutes, and then extracted with dichloromethane (×4). The combined extracts were washed with saturated brine, dried (magnesium sulphate) and evaporated to obtain the title compound as a dark red oil (30.95 g) 'H n.m.r. δ (CDCl3) 3.35(2H, d, J=7Hz... Procedure: 3-(3-Methyl-4-methoxyphenyl)-3-methylbutyric acid (11.1 g, 0.05 mol), acetic acid (22.3 g), and 48% hydrobromic acid aqueous solution (33.7 g, 0.2 mol) were mixed together, and stirred for 4 hours at 120° C. The mixture was cooled to room temperature, and the thus-obtained reaction solution was extracted with diethyl ether. The organic layer was washed with sodium chloride saturated aqueous solution, and then the solvent was removed by distillation to obtain 3-(3-methyl-4-hydroxyphenyl)-3-methyl... Reaction SMILES: [CH3:1][C:2]1[CH:3]=[C:4]([C:10]([CH3:16])([CH3:15])[CH2:11][C:12]([OH:14])=[O:13])[CH:5]=[CH:6][C:7]=1[O:8]C.Br>C(O)(=O)C>[CH3:1][C:2]1[CH:3]=[C:4]([C:10]([CH3:16])([CH3:15])[CH2:11][C:12]([OH:14])=[O:13])[CH:5]=[CH:6][C:7]=1[OH:8]. The reactants are CC=1C=C(C=CC1OC)C(CC(=O)O)(C)C (3-(3-Methyl-4-methoxyphenyl)-3-methylbutyric acid), Br (hydrobromic acid). Run at temperature 120 celsius, time 4 hour. Run in C(C)(=O)O (acetic acid). The product is CC=1C=C(C=CC1O)C(CC(=O)O)(C)C (3-(3-methyl-4-hydroxyphenyl)-3-methylbutyric acid). The yield is 96.0%. The reactants are ClC1=CC(=CNC1=O)C(CCC(=O)OC)=O (methyl 4-(5-chloro-1,6-dihydro-6-oxopyridin-3-yl)-4-oxobutyrate), P(=O)(Cl)(Cl)Cl (phosphorus oxychloride). Run at temperature 75 celsius. Product: ClC=1C=C(C=NC1Cl)C(CCC(=O)OC)=O (Methyl 4-(5,6-dichloropyridin-3-yl)-4-oxobutyrate). RXN SMILES: [Cl:1][C:2]1[C:7](=O)[NH:6][CH:5]=[C:4]([C:9](=[O:16])[CH2:10][CH2:11][C:12]([O:14][CH3:15])=[O:13])[CH:3]=1.P(Cl)(Cl)([Cl:19])=O>>[Cl:1][C:2]1[CH:3]=[C:4]([C:9](=[O:16])[CH2:10][CH2:11][C:12]([O:14][CH3:15])=[O:13])[CH:5]=[N:6][C:7]=1[Cl:19]. Reported procedure: A suspension of 37 g (152 mmol) of methyl 4-(5-chloro-1,6-dihydro-6-oxopyridin-3-yl)-4-oxobutyrate in 230 ml of phosphorus oxychloride was heated at 75° C. for 2.5 hours. The phosphorus oxychloride was subsequently distilled off in vacuo. The pale red residue was taken up in 200 ml of dichloromethane, 100 ml of water was added, and the pH of the aqueous phase was brought to 8.5 using 30 percent sodium hydroxide solution. After phase separation, the aqueous phase was extracted using 100 ml of dic... Starting materials: N1=C(C=NC=C1)C=1C=CC(=NC1)C(=O)OC(C)(C)C (tert-butyl 5-(pyrazin-2-yl)picolinate), C(=O)(C(F)(F)F)O (TFA). Solvent: ClCCl (dichloromethane). Run at time 10 hour. The product is N1=C(C=NC=C1)C=1C=CC(=NC1)C(=O)O (5-(pyrazin-2-yl)picolinic acid). RXN SMILES: [N:1]1[CH:6]=[CH:5][N:4]=[CH:3][C:2]=1[C:7]1[CH:8]=[CH:9][C:10]([C:13]([O:15]C(C)(C)C)=[O:14])=[N:11][CH:12]=1.C(O)(C(F)(F)F)=O>ClCCl>[N:1]1[CH:6]=[CH:5][N:4]=[CH:3][C:2]=1[C:7]1[CH:8]=[CH:9][C:10]([C:13]([OH:15])=[O:14])=[N:11][CH:12]=1. Procedure: To a solution of tert-butyl 5-(pyrazin-2-yl)picolinate 41-3 (1.11 g, 4.32 mmol) in dichloromethane (4.5 mL) was added TFA (4.5 mL) dropwise at room temperature. The mixture was stirred for 10 hours, and then the solvents were removed by rotary evaporation. The resulting pale yellow oil was further dried under lyophilizer to afford 5-(pyrazin-2-yl)picolinic acid 41-4 in TFA salt as a pale yellow solid. MS m/z 202.1 (M+1) Reactants: CC1=NC2=CC=CC=C2C(=C1)NC=1C=C(C=CC1)C1=CC(=CC=C1)C=O (3′-(2-Methylquinolin-4-ylamino)biphenyl-3-carbaldehyde), 40, CC1=NC2=CC=CC=C2C(=C1)N ((2-methylquinolin-4-yl)amine), [BH-](OC(=O)C)(OC(=O)C)OC(=O)C.[Na+] (NaBH(OAc)3), CC(=O)O (AcOH). Solvent: ClC(C)Cl (dichloroethane). Conditions: time 19 hour. Yields the product C1N(CCC2=CC=CC=C12)CC=1C=C(C=CC1)C1=CC(=CC=C1)NC1=CC(=NC2=CC=CC=C12)C ([3′-(3,4-Dihydro-1H-isoquinolin-2-ylmethyl)biphenyl-3-yl]-(2-methylquinolin-4-yl)amine). Yield: 55.0%. Reaction SMILES: C[C:2]1[CH:11]=[C:10](N)[C:9]2[C:4](=[CH:5][CH:6]=[CH:7][CH:8]=2)[N:3]=1.[CH3:13][C:14]1[CH:23]=[C:22]([NH:24][C:25]2[CH:26]=[C:27]([C:31]3[CH:36]=[CH:35][CH:34]=[C:33]([CH:37]=O)[CH:32]=3)[CH:28]=[CH:29][CH:30]=2)[C:21]2[C:16](=[CH:17][CH:18]=[CH:19][CH:20]=2)[N:15]=1.[BH-](OC(C)=O)(OC(C)=O)OC(C)=O.[Na+].CC(O)=O>ClC(Cl)C>[CH2:4]1[C:9]2[C:10](=[CH:5][CH:6]=[CH:7][CH:8]=2)[CH2:11][CH2:2][N:3]1[CH2:37][C:33]1[CH:32]=[C:31]([C:27]2[CH:28]=[CH:29][CH:30]=[C:25]([NH:24][C:22]3[C:21]4[C:16](=[CH:17][CH:18]=[CH:19][CH:20]=4)[N:15]=[C:14]([CH3:13])[CH:23]=3)[CH:26]=2)[CH:36]=[CH:35][CH:34]=1 |f:2.3|. Procedure: (3-Bromophenyl)-(2-methylquinolin-4-yl)amine (71). 71 is prepared from 70 by the procedure of Example 1 Step 3. Step 2. 3′-(2-Methylquinolin-4-ylamino)biphenyl-3-carbaldehyde (73). To a suspension of 71 (294 mg, 0.94 mmol) in toluene (9.6 mL) under N2 were sequentially added saturated NaHCO3 (aq. 3.8 mL), a solution of 72 (199 mg, 1.33 mmol) in EtOH (6.7 mL), and PdCl2(Ph3P)3 (32 mg, 0.046 mmol). The reaction was heated at 80° C. for 21 hours before it was allowed to cool to room temperature. Th... Reported procedure: A mixture of 17.2 g (0.1 mole) of 5-chlorosalicylic acid, 28 g. of potassium carbonate, 25 ml. of methyl iodide, and 100 ml. of N,N-dimethylformamide was heated at 60° C. for 16 hours. The mixture was diluted with water and extracted with diethyl ether. The ether extracts were evaporated and the residue dissolved in benzene. The resulting solution was washed with 5 percent sodium hydroxide solution and dried over magnesium sulfate. Evaporation provided a residue which was mixed with 100 ml. of e... Run in O (water), CN(C=O)C (N,N-dimethylformamide), C(C)O (ethanol). Reaction SMILES: [Cl:1][C:2]1[CH:10]=[C:6]([C:7]([OH:9])=[O:8])[C:5]([OH:11])=[CH:4][CH:3]=1.[C:12](=O)([O-])[O-].[K+].[K+].CI.[OH-].[Na+]>O.C(O)C.CN(C)C=O>[Cl:1][C:2]1[CH:3]=[CH:4][C:5]([O:11][CH3:12])=[C:6]([CH:10]=1)[C:7]([OH:9])=[O:8] |f:1.2.3,5.6|. Product: ClC=1C=CC(=C(C(=O)O)C1)OC (5-chloro-2-methoxybenzoic acid). The reactants are ClC1=CC=C(C(C(=O)O)=C1)O (5-chlorosalicylic acid), [OH-].[Na+] (sodium hydroxide), C([O-])([O-])=O.[K+].[K+] (potassium carbonate), CI (methyl iodide).